From a dataset of the Open Reaction Database (ORD), a public repository of structured organic reaction records. describe an organic reaction: reactants, conditions, products, and yield Starting materials: O=C([O-])[O-], Cc1ccccc1, CNC, CCOC(C)=O, Cl, O=Cc1cc(C(F)(F)F)ccc1F, [K+], [K+], O. Yields the product CN(C)c1ccc(C(F)(F)F)cc1C=O. As a reaction SMILES: [C:25](=[O:26])([O-:27])[O-:28].[CH3:1][c:2]1[cH:3][cH:4][cH:5][cH:6][cH:7]1.[CH3:22][NH:23][CH3:24].[CH3:32][CH2:33][O:34][C:35](=[O:36])[CH3:37].[ClH:21].[F:8][c:9]1[c:10]([CH:11]=[O:12])[cH:13][c:14]([C:17]([F:18])([F:19])[F:20])[cH:15][cH:16]1.[K+:29].[K+:30].[OH2:31]>>[c:9]1([N:23]([CH3:22])[CH3:24])[c:10]([CH:11]=[O:12])[cH:13][c:14]([C:17]([F:18])([F:19])[F:20])[cH:15][cH:16]1. Starting materials: NC1=NC=C(C(=N1)N)OC=1C(=CC(=C(C#N)C1)OC)C(C)C (5-(2,4-diamino-pyrimidin-5-yloxy)-4-isopropyl-2-methoxy-benzonitrile), C(CN)N (Ethylene diamine). Solvent: CO (methanol), CO (methanol). Yields the product N1C(=NCC1)C=1C(=CC(=C(OC=2C(=NC(=NC2)N)N)C1)C(C)C)OC (5-[5-(4,5-dihydro-1H-imidazol-2-yl)-2-isopropyl-4-methoxy-phenoxy]-pyrimidine-2,4-diamine). RXN SMILES: [NH2:1][C:2]1[N:7]=[C:6]([NH2:8])[C:5]([O:9][C:10]2[C:11]([CH:20]([CH3:22])[CH3:21])=[CH:12][C:13]([O:18][CH3:19])=[C:14]([CH:17]=2)[C:15]#[N:16])=[CH:4][N:3]=1.[CH2:23](N)[CH2:24][NH2:25]>CO>[NH:16]1[CH2:23][CH2:24][N:25]=[C:15]1[C:14]1[C:13]([O:18][CH3:19])=[CH:12][C:11]([CH:20]([CH3:22])[CH3:21])=[C:10]([CH:17]=1)[O:9][C:5]1[C:6]([NH2:8])=[N:7][C:2]([NH2:1])=[N:3][CH:4]=1. Reported procedure: To a cooled (0° C.) suspension of 5-(2,4-diamino-pyrimidin-5-yloxy)-4-isopropyl-2-methoxy-benzonitrile (0.138 g, 0.461 mmol) in dry methanol (15 ml) was bubbled with HCl gas for 10 minutes and refrigerated overnight. Solvent was evaporated under reduced pressure to give a yellow solid which was redissolved in dry methanol (10 ml). Ethylene diamine (0.034 ml, 0.509 mmol) was added and the reaction mixture was refluxed for 20 hours and concentrated under reduced pressure. The residue was purified ...